Task: describe an organic reaction: reactants, conditions, products, and yield. Dataset: the Open Reaction Database (ORD), a public repository of structured organic reaction records Starting materials: CC(C)(C)S(=O)NC(Cc1ccccc1)(c1cc(F)cc(OC(F)(F)C(F)F)c1)c1ccc(O[Si](C)(C)C(C)(C)C)c(F)c1, CO, O=C(O)C(F)(F)F, O. Yields the product CC(C)(C)S(=O)NC(Cc1ccccc1)(c1cc(F)cc(OC(F)(F)C(F)F)c1)c1ccc(O)c(F)c1. RXN SMILES: [C:1]([Si:2]([CH3:3])([CH3:4])[O:6][c:7]1[c:8]([F:42])[cH:9][c:10]([C:13]([CH2:14][c:15]2[cH:16][cH:17][cH:18][cH:19][cH:20]2)([c:21]2[cH:22][c:23]([F:34])[cH:24][c:25]([O:27][C:28]([CH:29]([F:30])[F:31])([F:32])[F:33])[cH:26]2)[NH:35][S:36](=[O:37])[C:38]([CH3:39])([CH3:40])[CH3:41])[cH:11][cH:12]1)([CH3:5])([CH3:43])[CH3:44].[CH3:52][OH:53].[F:45][C:46]([F:47])([F:48])[C:49]([OH:50])=[O:51].[OH2:54]>>[OH:6][c:7]1[c:8]([F:42])[cH:9][c:10]([C:13]([CH2:14][c:15]2[cH:16][cH:17][cH:18][cH:19][cH:20]2)([c:21]2[cH:22][c:23]([F:34])[cH:24][c:25]([O:27][C:28]([CH:29]([F:30])[F:31])([F:32])[F:33])[cH:26]2)[NH:35][S:36](=[O:37])[C:38]([CH3:39])([CH3:40])[CH3:41])[cH:11][cH:12]1.